Dataset: the Open Reaction Database (ORD), a public repository of structured organic reaction records. Task: describe an organic reaction: reactants, conditions, products, and yield The reactants are CCCCC(C)(C)Cl, ClC(Cl)Cl, CC(CCl)Cc1ccccc1. Product: CCCCC(C)(C)c1ccc(CC(C)CCl)cc1. Reaction SMILES: [CH3:1][C:2]([CH2:3][CH2:4][CH2:5][CH3:6])([CH3:7])[Cl:8].[Cl:20][CH:21]([Cl:22])[Cl:23].[c:9]1([CH2:15][CH:16]([CH2:17][Cl:18])[CH3:19])[cH:10][cH:11][cH:12][cH:13][cH:14]1>>[CH3:1][C:2]([CH2:3][CH2:4][CH2:5][CH3:6])([CH3:7])[c:12]1[cH:11][cH:10][c:9]([CH2:15][CH:16]([CH2:17][Cl:18])[CH3:19])[cH:14][cH:13]1. The reactants are C1(=CC=CC=C1)C1=CC=C(O1)C(=O)O (5-Phenyl-furan-2-carboxylic acid), NC=1C=C(C=CC1)CC#N ((3-Amino-phenyl)-acetonitrile). Product: C(#N)CC=1C=C(C=CC1)NC(=O)C=1OC(=CC1)C1=CC=CC=C1 (5-Phenyl-furan-2-carboxylic acid (3-cyanomethyl-phenyl)-amide). RXN SMILES: [C:1]1([C:7]2[O:11][C:10]([C:12]([OH:14])=O)=[CH:9][CH:8]=2)[CH:6]=[CH:5][CH:4]=[CH:3][CH:2]=1.[NH2:15][C:16]1[CH:17]=[C:18]([CH2:22][C:23]#[N:24])[CH:19]=[CH:20][CH:21]=1>>[C:23]([CH2:22][C:18]1[CH:17]=[C:16]([NH:15][C:12]([C:10]2[O:11][C:7]([C:1]3[CH:2]=[CH:3][CH:4]=[CH:5][CH:6]=3)=[CH:8][CH:9]=2)=[O:14])[CH:21]=[CH:20][CH:19]=1)#[N:24]. Procedure: 5-Phenyl-2-furoic acid (56) (223 mg, 1.2 mmol) was coupled to 3-aminophenyl acetonitrile (80) (157 mg, 1.19 mmol), using Method C. The crude residue was purified by column chromatography, eluting in 17% EtOAc in heptane to give the title compound. Reactants: S(=O)(Cl)Cl (thionyl chloride), C1(=CC=CC=C1)[C@@H](C)NC=1C2=C(N=CN1)NC(=C2)C2=CC=C(C=C2)CO ({4-[4-((R)-1-phenyl-ethylamino)-7H-pyrrolo[2,3-d]pyrimidin-6-yl]-phenyl}-methanol). Run in C1(=CC=CC=C1)C (toluene). Conditions: temperature 0 celsius, time 2 hour. Yields the product ClCC1=CC=C(C=C1)C1=CC2=C(N=CN=C2N[C@H](C)C2=CC=CC=C2)N1 ([6-(4-Chloromethyl-phenyl)-7H-pyrrolo[2,3-d]pyrimidin-4-yl]-((R)-1-phenyl-ethyl)-amine). RXN SMILES: S(Cl)([Cl:3])=O.[C:5]1([C@H:11]([NH:13][C:14]2[C:15]3[CH:22]=[C:21]([C:23]4[CH:28]=[CH:27][C:26]([CH2:29]O)=[CH:25][CH:24]=4)[NH:20][C:16]=3[N:17]=[CH:18][N:19]=2)[CH3:12])[CH:10]=[CH:9][CH:8]=[CH:7][CH:6]=1>C1(C)C=CC=CC=1>[Cl:3][CH2:29][C:26]1[CH:25]=[CH:24][C:23]([C:21]2[NH:20][C:16]3[N:17]=[CH:18][N:19]=[C:14]([NH:13][C@@H:11]([C:5]4[CH:6]=[CH:7][CH:8]=[CH:9][CH:10]=4)[CH3:12])[C:15]=3[CH:22]=2)=[CH:28][CH:27]=1. Reported procedure: A solution of thionyl chloride (25.7 ml, 0.328 mol) in 180 ml of toluene is cooled to −10° C. Solid {4-[4-((R)-1-phenyl-ethylamino)-7H-pyrrolo[2,3-d]pyrimidin-6-yl]-phenyl}-methanol (11.3 g, 0.0328 mol) is added in 8 portions over a range of 1 h. The temperature is then increased slowly to 0° C. and the mixture stirred for 2 h. The cold reaction mixture is filtered and the solid washed with toluene and ether. The crude product is suspended in water and treated with saturated sodium bicarbonate s... Reactants: crude material, [OH-].[Na+] (NaOH), CN(CC(=O)N1CCC2=CC(=C(C=C12)NC1=NC2=C(C3=NC4=CC(=CC(=C4C(N31)=O)F)F)C=CN2S(=O)(=O)C2=CC=C(C=C2)C)OC)C (5-{[1-(N,N-dimethylglycyl)-5-(methyloxy)-2,3-dihydro-1H-indol-6-yl]amino}-8,10-difluoro-3-[(4-methylphenyl)sulfonyl]pyrrolo[2′,3′:4,5]pyrimido[6,1-b]quinazolin-7(3H)-one), CC(CC)N (methyl-1-propanamine), CN(CC(=O)N1CCC2=CC(=C(C=C12)NC=1N=C(C2=C(N1)N(C=C2)S(=O)(=O)C2=CC=C(C=C2)C)NC2=C(C(=O)NCC(C)C)C(=CC(=C2)F)F)OC)C (2-({2-{[1-(N,N-dimethylglycyl)-5-(methyloxy)-2,3-dihydro-1H-indol-6-yl]amino}-7-[(4-methylphenyl)sulfonyl]-7H-pyrrolo[2,3-d]pyrimidin-4-yl}amino)-4,6-difluoro-N-(2-methylpropyl)benzamide). Solvent: O1CCOCC1 (1,4-dioxane), C(C)(=O)OCC (ethyl acetate), C(C)(=O)OCC (ethyl acetate), C1CCOC1 (THF). Reaction conditions: time 6 hour. Yields the product CN(CC(=O)N1CCC2=CC(=C(C=C12)NC1=NC(=C2C(N1)=NC=C2)NC2=C(C(=O)NCC(C)C)C(=CC(=C2)F)F)OC)C (2-[(2-{[1-(N,N-dimethylglycyl)-5-(methyloxy)-2,3-dihydro-1H-indol-6-yl]amino}-1H-pyrrolo[2,3-d]pyrimidin-4-yl)amino]-4,6-difluoro-N-(2-methylpropyl)benzamide). Reaction SMILES: CN(C)CC(N1C2C(=CC(OC)=C(NC3N4C(=NC5C(C4=O)=C(F)C=C(F)C=5)C4C=CN(S(C5C=CC(C)=CC=5)(=O)=O)C=4N=3)C=2)CC1)=O.CC(N)CC.[CH3:54][N:55]([CH3:106])[CH2:56][C:57]([N:59]1[C:67]2[C:62](=[CH:63][C:64]([O:104][CH3:105])=[C:65]([NH:68][C:69]3[N:70]=[C:71]([NH:88][C:89]4[CH:101]=[C:100]([F:102])[CH:99]=[C:98]([F:103])[C:90]=4[C:91]([NH:93][CH2:94][CH:95]([CH3:97])[CH3:96])=[O:92])[C:72]4[CH:77]=[CH:76][N:75](S(C5C=CC(C)=CC=5)(=O)=O)[C:73]=4[N:74]=3)[CH:66]=2)[CH2:61][CH2:60]1)=[O:58].[OH-].[Na+]>C1COCC1.C(OCC)(=O)C.O1CCOCC1>[CH3:106][N:55]([CH3:54])[CH2:56][C:57]([N:59]1[C:67]2[C:62](=[CH:63][C:64]([O:104][CH3:105])=[C:65]([NH:68][C:69]3[NH:74][C:73]4=[N:75][CH:76]=[CH:77][C:72]4=[C:71]([NH:88][C:89]4[CH:101]=[C:100]([F:102])[CH:99]=[C:98]([F:103])[C:90]=4[C:91]([NH:93][CH2:94][CH:95]([CH3:97])[CH3:96])=[O:92])[N:70]=3)[CH:66]=2)[CH2:61][CH2:60]1)=[O:58] |f:3.4|. Procedure: To a solution of 5-{[1-(N,N-dimethylglycyl)-5-(methyloxy)-2,3-dihydro-1H-indol-6-yl]amino}-8,10-difluoro-3-[(4-methylphenyl)sulfonyl]pyrrolo[2′,3′:4,5]pyrimido[6,1-b]quinazolin-7(3H)-one (300 mg, 0.445 mmol) in THF (5 mL) was added methyl-1-propanamine (0.22 mL, 2.22 mmol). The resulting mixture was let stir at rt for 6 h at which time it was diluted with ethyl acetate and washed with a saturated sodium bicarbonate solution, water and a saturated brine solution. Organics were dried over sodium s... Reactants: C(C)(=O)OCC (ethyl acetate), O (water), FC(C(=O)OCC)(C(C1=CC(=CC=C1)[N+](=O)[O-])O)F (ethyl 2,2-difluoro-3-hydroxy-3-(3-nitrophenyl)propanoate), COCCN(CCOC)S(F)(F)F (bis(2-methoxyethyl)aminosulfur trifluoride). The solvent is C(Cl)Cl (methylene chloride). Reaction conditions: time 16 hour. The product is FC(C(=O)OCC)(C(C1=CC(=CC=C1)[N+](=O)[O-])F)F (ethyl 2,2,3-trifluoro-3-(3-nitrophenyl)propanoate). RXN SMILES: [F:1][C:2]([F:19])([CH:8](O)[C:9]1[CH:14]=[CH:13][CH:12]=[C:11]([N+:15]([O-:17])=[O:16])[CH:10]=1)[C:3]([O:5][CH2:6][CH3:7])=[O:4].C(OCC)(=O)C.O.COCCN(S(F)(F)[F:37])CCOC>C(Cl)Cl>[F:1][C:2]([F:19])([CH:8]([F:37])[C:9]1[CH:14]=[CH:13][CH:12]=[C:11]([N+:15]([O-:17])=[O:16])[CH:10]=1)[C:3]([O:5][CH2:6][CH3:7])=[O:4]. Procedure: To a solution of ethyl 2,2-difluoro-3-hydroxy-3-(3-nitrophenyl)propanoate (C29, 1.02 g) in methylene chloride (22 mL), bis(2-methoxyethyl)aminosulfur trifluoride (1.6 mL) was added under ice cooling, and the mixture was stirred at room temperature for 16 hours. To the reaction mixture, ethyl acetate and water were added. The organic layer was separated, washed successively with 1.0 mol/L aqueous hydrochloric acid, saturated aqueous sodium hydrogencarbonate and saturated aqueous sodium chloride, ... Starting materials: ClC1=C(C(=CC(=C1)F)F)N(C1=CC=C(C=C1)C)C(CCl)=O (N-(2′-chloro-4′,6′-difluorophenyl)-N-chloroacetyl-4-methylaniline), [Cl-].[Al+3].[Cl-].[Cl-] (aluminum chloride), Cl (HCl), ClC1=C(C=CC=C1)Cl (1,2-dichlorobenzene). Run in O (water). Product: ClC1=C(C(=CC(=C1)F)F)N1C(CC2=CC(=CC=C12)C)=O (N-(2′-chloro-4′,6′-difluorophenyl)-5-methyloxindole). RXN SMILES: [Cl:1][C:2]1[CH:7]=[C:6]([F:8])[CH:5]=[C:4]([F:9])[C:3]=1[N:10]([C:18](=[O:21])[CH2:19]Cl)[C:11]1[CH:16]=[CH:15][C:14]([CH3:17])=[CH:13][CH:12]=1.[Cl-].[Al+3].[Cl-].[Cl-].ClC1C=CC=CC=1Cl.Cl>O>[Cl:1][C:2]1[CH:7]=[C:6]([F:8])[CH:5]=[C:4]([F:9])[C:3]=1[N:10]1[C:11]2[C:16](=[CH:15][C:14]([CH3:17])=[CH:13][CH:12]=2)[CH2:19][C:18]1=[O:21] |f:1.2.3.4|. Procedure: To a mixture of 100 g (0.3 mol) of N-(2′-chloro-4′,6′-difluorophenyl)-N-chloroacetyl-4-methylaniline and 103 g (0.78 mol) of aluminum chloride is added 400 ml of 1,2-dichlorobenzene. The reaction is heated to 140° for 2 hours. The reaction is cooled to room temperature and added to a mixture of 100 ml of concentrated HCl and 700 ml water (cooled to 0-5° in a dry ice/acetone bath). The mixture is extracted twice with 400 ml of methylene chloride. The combined organic layers are washed with 600 ml... The reactants are C\C=C/C (cis-2-butene), C(CCC)N (butylamine). Run in C1(=CC=CC=C1)C (toluene). Conditions: temperature 5 celsius, time 30 minute. Yields the product C(CCC)N1CC=CC1 (1-butyl-3-pyrroline). Isolated yield 34.4%. As a reaction SMILES: [CH3:1]/[CH:2]=[CH:3]\[CH3:4].[CH2:5]([NH2:9])[CH2:6][CH2:7][CH3:8]>C1(C)C=CC=CC=1>[CH2:1]([N:9]1[CH2:8][CH:7]=[CH:6][CH2:5]1)[CH2:2][CH2:3][CH3:4]. Procedure: To a solution of 60.0 g of the cis-2-butene derivative solution prepared in Example 1 and 250 g of toluene in a round flask reactor, 117.0 g (1.6 mol) of butylamine was added dropwise with stirring for 30 min. at about 5° C. using an ice-bath. After 2 hours of stirring, the crystallized solid was removed by filtration; 42.0 g of 35% HCl (aq) was added to the filtrate, and then excess benzylamine hydrochloride was removed by filtration or extraction. After the solvent was evaporated under reduced...